From a dataset of the Open Reaction Database (ORD), a public repository of structured organic reaction records. describe an organic reaction: reactants, conditions, products, and yield The reactants are CO, CC#N, Cn1nc(CCN2CCN(c3cccc([N+](=O)[O-])c3)CC2)n(CC2CCCCC2)c1=O. Product: Cn1nc(CCN2CCN(c3cccc(N)c3)CC2)n(CC2CCCCC2)c1=O. Reaction SMILES: [CH3:32][OH:33].[CH3:34][C:35]#[N:36].[CH:1]1([CH2:7][n:8]2[c:9](=[O:31])[n:10]([CH3:30])[n:11][c:12]2[CH2:13][CH2:14][N:15]2[CH2:16][CH2:17][N:18]([c:21]3[cH:22][c:23]([N+:27]([O-:28])=[O:29])[cH:24][cH:25][cH:26]3)[CH2:19][CH2:20]2)[CH2:2][CH2:3][CH2:4][CH2:5][CH2:6]1>>[CH:1]1([CH2:7][n:8]2[c:9](=[O:31])[n:10]([CH3:30])[n:11][c:12]2[CH2:13][CH2:14][N:15]2[CH2:16][CH2:17][N:18]([c:21]3[cH:22][c:23]([NH2:27])[cH:24][cH:25][cH:26]3)[CH2:19][CH2:20]2)[CH2:2][CH2:3][CH2:4][CH2:5][CH2:6]1. Starting materials: C1(CCCCC1)N=C=NC1CCCCC1 (1,3-dicyclohexylcarbodiimide), C(C)(C)(C)OC(=O)N([C@@H](C(=O)O)CC1=CC(=C(C=C1)Cl)Cl)C ((R)-2-(tert-butoxycarbonyl-methyl-amino)-3-(3,4-dichloro-phenyl)-propionic acid), CC1(OC(CC(O1)=O)=O)C (2,2-dimethyl-[1,3]dioxane-4,6-dione). Reagents/catalysts: CN(C1=CC=NC=C1)C (dimethyl-pyridin-4-yl-amine). The solvent is C1(=CC=CC=C1)C (Toluene), COC(C)(C)C (tert-butyl methyl ether), C1(=CC=CC=C1)C (toluene), C1(=CC=CC=C1)C (toluene). Run at temperature 30 celsius, time 3 hour. Yields the product COC(CC([C@@H](CC1=CC(=C(C=C1)Cl)Cl)N(C)C(=O)OC(C)(C)C)=O)=O ((R)-4-(tert-Butoxycarbonyl-methyl-amino)-5-(3,4-dichloro-phenyl)-3-oxo-pentanoic Acid Methyl Ester). RXN SMILES: C1(N=C=NC2CCCCC2)CCCCC1.[C:16]([O:20][C:21]([N:23]([CH3:37])[C@H:24]([CH2:28][C:29]1[CH:34]=[CH:33][C:32]([Cl:35])=[C:31]([Cl:36])[CH:30]=1)[C:25]([OH:27])=O)=[O:22])([CH3:19])([CH3:18])[CH3:17].[CH3:38][C:39]1(C)[O:44]C(=O)C[C:41](=O)[O:40]1>C1(C)C=CC=CC=1.CN(C)C1C=CN=CC=1.COC(C)(C)C>[CH3:41][O:40][C:39](=[O:44])[CH2:38][C:25](=[O:27])[C@H:24]([N:23]([C:21]([O:20][C:16]([CH3:17])([CH3:18])[CH3:19])=[O:22])[CH3:37])[CH2:28][C:29]1[CH:34]=[CH:33][C:32]([Cl:35])=[C:31]([Cl:36])[CH:30]=1. Reported procedure: A solution of 1,3-dicyclohexylcarbodiimide (2.9011 g, 13.9 mmol) in toluene (3 ml) is added to a stirred mixture of (R)-2-(tert-butoxycarbonyl-methyl-amino)-3-(3,4-dichloro-phenyl)-propionic acid (1, 4.179 g, 12 mmol), 2,2-dimethyl-[1,3]dioxane-4,6-dione (2, 1.7815 g, 12.36 mmol) and dimethyl-pyridin-4-yl-amine (2.0943 g, 16.8 mmol) in toluene (32 ml) at 29-31° C. over a period of approx. 1 hour. Toluene (1 ml) is used for rinsing. Stirring at 29-31° C. is continued for approx. 3 hours. After co... The reactants are O=C=NC(=O)c1c(Cl)cccc1Cl, CC1C(COc2ccc(N)cc2Cl)C1(Cl)Cl, C1CCOC1. The product is CC1C(COc2ccc(NC(=O)NC(=O)c3c(Cl)cccc3Cl)cc2Cl)C1(Cl)Cl. As a reaction SMILES: [Cl:17][c:18]1[c:19]([C:20](=[O:21])[N:22]=[C:23]=[O:24])[c:25]([Cl:29])[cH:26][cH:27][cH:28]1.[Cl:1][c:2]1[cH:3][c:4]([NH2:5])[cH:6][cH:7][c:8]1[O:9][CH2:10][CH:11]1[C:12]([Cl:15])([Cl:16])[CH:13]1[CH3:14].[O:30]1[CH2:31][CH2:32][CH2:33][CH2:34]1>>[Cl:1][c:2]1[cH:3][c:4]([NH:5][C:23]([NH:22][C:20]([c:19]2[c:18]([Cl:17])[cH:28][cH:27][cH:26][c:25]2[Cl:29])=[O:21])=[O:24])[cH:6][cH:7][c:8]1[O:9][CH2:10][CH:11]1[C:12]([Cl:15])([Cl:16])[CH:13]1[CH3:14]. Reaction SMILES: [BH4-:23].[C:1]([CH3:2])(=[O:3])[N:4]([N:5]([C:6](=[O:7])[O:8][C:9]([CH3:10])([CH3:11])[CH3:12])[c:13]1[cH:14][cH:15][c:16]([CH2:19][C:20]#[N:21])[cH:17][cH:18]1)[CH3:22].[CH3:25][OH:26].[CH3:27][CH2:28][O:29][C:30](=[O:31])[CH3:32].[Co:33]([Cl:34])[Cl:35].[Na+:24]>>[C:1]([CH3:2])(=[O:3])[N:4]([N:5]([C:6](=[O:7])[O:8][C:9]([CH3:10])([CH3:11])[CH3:12])[c:13]1[cH:14][cH:15][c:16]([CH2:19][CH2:20][NH2:21])[cH:17][cH:18]1)[CH3:22]. The product is CC(=O)N(C)N(C(=O)OC(C)(C)C)c1ccc(CCN)cc1. The reactants are [BH4-], CC(=O)N(C)N(C(=O)OC(C)(C)C)c1ccc(CC#N)cc1, CO, CCOC(C)=O, Cl[Co]Cl, [Na+]. Reactants: [Si](C)(C)(C(C)(C)C)OCCC=1N(C2=CC=CC=C2C1)C1=CC=C(C=C1)OCCCN1CCCC1 (2-[2-(tert-Butyldimethylsilanyloxy)ethyl]-1-[4-(3-pyrrolidin-1-ylpropoxy)phenyl]-1H-indole), [F-].C(CCC)[N+](CCCC)(CCCC)CCCC (tetrabutylammonium fluoride). Run in O1CCCC1 (tetrahydrofuran). Conditions: time 3 hour. The product is N1(CCCC1)CCCOC1=CC=C(C=C1)N1C(=CC2=CC=CC=C12)CCO (2-{1-[4-(3-Pyrrolidin-1-ylpropoxy)phenyl]-1H-indol-2-yl}ethanol). RXN SMILES: [Si]([O:8][CH2:9][CH2:10][C:11]1[N:12]([C:20]2[CH:25]=[CH:24][C:23]([O:26][CH2:27][CH2:28][CH2:29][N:30]3[CH2:34][CH2:33][CH2:32][CH2:31]3)=[CH:22][CH:21]=2)[C:13]2[C:18]([CH:19]=1)=[CH:17][CH:16]=[CH:15][CH:14]=2)(C(C)(C)C)(C)C.[F-].C([N+](CCCC)(CCCC)CCCC)CCC>O1CCCC1>[N:30]1([CH2:29][CH2:28][CH2:27][O:26][C:23]2[CH:22]=[CH:21][C:20]([N:12]3[C:13]4[C:18](=[CH:17][CH:16]=[CH:15][CH:14]=4)[CH:19]=[C:11]3[CH2:10][CH2:9][OH:8])=[CH:25][CH:24]=2)[CH2:34][CH2:33][CH2:32][CH2:31]1 |f:1.2|. Procedure: 2-[2-(tert-Butyldimethylsilanyloxy)ethyl]-1-[4-(3-pyrrolidin-1-ylpropoxy)phenyl]-1H-indole (0.4 mmol) was dissolved in tetrahydrofuran (2 mL) under N2, and tetrabutylammonium fluoride (0.44 mL, 1 M in tetrahydrofuran, 0.44 mmol) was added. The reaction was stirred at room temperature for 3 hours, then quenched with saturated ammonium chloride. The mixture was diluted with saturated sodium bicarbonate solution and extracted with ethyl acetate. The organic extracts were dried over MgSO4 and concen... The reactants are CCN(C(C)C)C(C)C, Clc1cccc(CBr)c1, Nc1nc(N)c2c(OCC3CCNCC3)cccc2n1, CN(C)C=O. The product is Nc1nc(N)c2c(OCC3CCN(Cc4cccc(Cl)c4)CC3)cccc2n1. Reaction SMILES: [CH:21]([N:22]([CH:23]([CH3:24])[CH3:25])[CH2:26][CH3:27])([CH3:28])[CH3:29].[Cl:30][c:31]1[cH:32][c:33]([CH2:34][Br:35])[cH:36][cH:37][cH:38]1.[NH:1]1[CH2:2][CH2:3][CH:4]([CH2:7][O:8][c:9]2[c:10]3[c:11]([NH2:20])[n:12][c:13]([NH2:19])[n:14][c:15]3[cH:16][cH:17][cH:18]2)[CH2:5][CH2:6]1.[O:39]=[CH:40][N:41]([CH3:42])[CH3:43]>>[N:1]1([CH2:34][c:33]2[cH:32][c:31]([Cl:30])[cH:38][cH:37][cH:36]2)[CH2:2][CH2:3][CH:4]([CH2:7][O:8][c:9]2[c:10]3[c:11]([NH2:20])[n:12][c:13]([NH2:19])[n:14][c:15]3[cH:16][cH:17][cH:18]2)[CH2:5][CH2:6]1.